This data is from the Open Reaction Database (ORD), a public repository of structured organic reaction records. The task is: describe an organic reaction: reactants, conditions, products, and yield Starting materials: BrC=1C=2C3=C(C(NC2C(=CC1OC)C)=O)SC=C3 (9-bromo-8-methoxy-6-methylthieno[2,3-c]quinolin-4(5H)-one), CC1(OB(OC1(C)C)C1=CC=C(C=C1)[C@H](CNC(OC(C)(C)C)=O)CC)C ((R)-tert-butyl 2-(4-(4,4,5,5-tetramethyl-1,3,2-dioxaborolan-2-yl)phenyl)butylcarbamate). Product: COC1=C(C=2C3=C(C(NC2C(=C1)C)=O)SC=C3)C3=CC=C(C=C3)[C@H](CNC(OC(C)(C)C)=O)CC ((R)-tert-Butyl 2-(4-(8-methoxy-6-methyl-4-oxo-4,5-dihydrothieno[2,3-c]quinolin-9-yl)phenyl)butylcarbamate). Isolated yield 15.0%. Reaction SMILES: Br[C:2]1[C:3]2[C:4]3[CH:18]=[CH:17][S:16][C:5]=3[C:6](=[O:15])[NH:7][C:8]=2[C:9]([CH3:14])=[CH:10][C:11]=1[O:12][CH3:13].CC1(C)C(C)(C)OB([C:27]2[CH:32]=[CH:31][C:30]([C@@H:33]([CH2:43][CH3:44])[CH2:34][NH:35][C:36](=[O:42])[O:37][C:38]([CH3:41])([CH3:40])[CH3:39])=[CH:29][CH:28]=2)O1>>[CH3:13][O:12][C:11]1[CH:10]=[C:9]([CH3:14])[C:8]2[NH:7][C:6](=[O:15])[C:5]3[S:16][CH:17]=[CH:18][C:4]=3[C:3]=2[C:2]=1[C:27]1[CH:28]=[CH:29][C:30]([C@@H:33]([CH2:43][CH3:44])[CH2:34][NH:35][C:36](=[O:42])[O:37][C:38]([CH3:39])([CH3:40])[CH3:41])=[CH:31][CH:32]=1. Procedure details: Following General Procedure B, 9-bromo-8-methoxy-6-methylthieno[2,3-c]quinolin-4(5H)-one) (900 mg, 2.9 mmol) was reacted with (R)-tert-butyl 2-(4-(4,4,5,5-tetramethyl-1,3,2-dioxaborolan-2-yl)phenyl)butylcarbamate (900 mg, 2.7 mmol) to afford the desired product (190 mg, 15%) as a yellow solid: ESI MS m % z 493 [C28H32N2O4S+H]+. Reaction SMILES: [C:1]1([CH2:7][CH2:8][CH:9]([OH:24])[CH2:10][CH:11]=[CH:12][CH2:13][Si:14]([CH:21]([CH3:23])[CH3:22])([CH:18]([CH3:20])[CH3:19])[CH:15]([CH3:17])[CH3:16])[CH:6]=[CH:5][CH:4]=[CH:3][CH:2]=1.[B-](F)(F)(F)[F:26].[B-](F)(F)(F)F.C1[N+]2(CCl)CC[N+](F)(CC2)C1.CCCCCC.CCOCC>C(#N)C>[F:26][CH:11]1[CH2:10][CH:9]([CH2:8][CH2:7][C:1]2[CH:6]=[CH:5][CH:4]=[CH:3][CH:2]=2)[O:24][CH:12]1[CH2:13][Si:14]([CH:21]([CH3:23])[CH3:22])([CH:15]([CH3:16])[CH3:17])[CH:18]([CH3:20])[CH3:19] |f:1.2.3|. Yields the product FC1C(OC(C1)CCC1=CC=CC=C1)C[Si](C(C)C)(C(C)C)C(C)C ({[3-fluoro-5-(2-phenylethyl)tetrahydrofuran-2-yl]methyl}(triisopropyl)silane). Solvent: C(C)#N (acetonitrile). Starting materials: CCCCCC (hexane), CCOCC (ether), C1(=CC=CC=C1)CCC(CC=CC[Si](C(C)C)(C(C)C)C(C)C)O (1-phenyl-7-(triisopropylsilyl)hept-5-en-3-ol), [B-](F)(F)(F)F.[B-](F)(F)(F)F.C1C[N+]2(CC[N+]1(CC2)CCl)F (Selectfluor). Yield: 100.1%. Run at time 18 hour. Procedure details: A solution of 1-phenyl-7-(triisopropylsilyl)hept-5-en-3-ol (149 mg, 0.43 mmol, 1 eq) in acetonitrile (5 mL) was treated with Selectfluor (152 mg, 0.43 mmol, 1 eq) and stirred at room temperature under an atmosphere of argon for 18 h. The acetonitrile was removed under reduced pressure and the reaction was quenched with saturated aqueous sodium hydrogen carbonate (5 mL). It was then extracted with ether (3×10 mL), dried over MgSO4, filtered and the solvent removed under reduced pressure to give a... Starting materials: C(C)(=O)O (acetic acid), O (water), CN1C(=CC2=CC=CN=C12)COC1=CC=C(CC2C(N(C(S2)=O)C(C2=CC=CC=C2)(C2=CC=CC=C2)C2=CC=CC=C2)=O)C=C1 (5-[4-(1-methyl-7-azaindol-2-ylmethoxy)-benzyl]-3-triphenylmethylthiazolidine-2,4-dione). Solvent: O1CCOCC1 (1,4-dioxane). The product is CN1C(=CC2=CC=CN=C12)COC1=CC=C(CC2C(NC(S2)=O)=O)C=C1 (5-[4-(1-Methyl-7-azaindol-2-ylmethoxy)benzyl]-thiazolidine-2,4-dione). Yield: 96.5%. RXN SMILES: [CH3:1][N:2]1[C:10]2[C:5](=[CH:6][CH:7]=[CH:8][N:9]=2)[CH:4]=[C:3]1[CH2:11][O:12][C:13]1[CH:45]=[CH:44][C:16]([CH2:17][CH:18]2[S:22][C:21](=[O:23])[N:20](C(C3C=CC=CC=3)(C3C=CC=CC=3)C3C=CC=CC=3)[C:19]2=[O:43])=[CH:15][CH:14]=1.C(O)(=O)C.O>O1CCOCC1>[CH3:1][N:2]1[C:10]2[C:5](=[CH:6][CH:7]=[CH:8][N:9]=2)[CH:4]=[C:3]1[CH2:11][O:12][C:13]1[CH:14]=[CH:15][C:16]([CH2:17][CH:18]2[S:22][C:21](=[O:23])[NH:20][C:19]2=[O:43])=[CH:44][CH:45]=1. Procedure details: A procedure similar to that described in Example 12 was repeated, except that the reaction was conducted using 270 mg of 5-[4-(1-methyl-7-azaindol-2-ylmethoxy)-benzyl]-3-triphenylmethylthiazolidine-2,4-dione (prepared as described in Preparation 82) and 3 ml of a 2:1:3 by volume mixture of acetic acid, water and 1,4-dioxane. After the period allowed for the reaction had elapsed, the reaction mixture was freed from the solvent by distillation under reduced pressure. The residue was purified by co... The reactants are CO, ClC(Cl)Cl, CC(NC(=O)Cc1cc(F)cc(F)c1)C(=O)O, NN1C(=O)C(CC(F)(F)F)c2ccccc2-c2ccccc21. The product is CC(NC(=O)Cc1cc(F)cc(F)c1)C(=O)NN1C(=O)C(CC(F)(F)F)c2ccccc2-c2ccccc21. RXN SMILES: [CH3:40][OH:41].[Cl:42][CH:43]([Cl:44])[Cl:45].[F:1][c:2]1[cH:3][c:4]([CH2:9][C:10](=[O:11])[NH:12][CH:13]([CH3:14])[C:15](=[O:16])[OH:17])[cH:5][c:6]([F:8])[cH:7]1.[NH2:18][N:19]1[c:20]2[c:21]([cH:36][cH:37][cH:38][cH:39]2)-[c:22]2[c:23]([cH:32][cH:33][cH:34][cH:35]2)[CH:24]([CH2:27][C:28]([F:29])([F:30])[F:31])[C:25]1=[O:26]>>[F:1][c:2]1[cH:3][c:4]([CH2:9][C:10](=[O:11])[NH:12][CH:13]([CH3:14])[C:15](=[O:17])[NH:18][N:19]2[c:20]3[c:21]([cH:36][cH:37][cH:38][cH:39]3)-[c:22]3[c:23]([cH:32][cH:33][cH:34][cH:35]3)[CH:24]([CH2:27][C:28]([F:29])([F:30])[F:31])[C:25]2=[O:26])[cH:5][c:6]([F:8])[cH:7]1. The product is OC1=CC=C(C(=O)OC(CCCCCC)C)C=C1 (1-Methylheptyl 4-Hydroxybenzoate). The reactants are C(C1=CC=CC=C1)OC1=CC=C(C(=O)OC(CCCCCC)C)C=C1 (1-Methylheptyl 4-Benzyloxybenzoate), [H][H] (hydrogen). Procedure details: The compound obtained in (1) above was dissolved in 15 ml of ethanol, and 0.36 g of 10 % palladium-on-carbon was added to the solution to conduct hydrogenation in a hydrogen atmosphere to obtain 1.29 g of the titled compound. Reaction SMILES: C([O:8][C:9]1[CH:25]=[CH:24][C:12]([C:13]([O:15][CH:16]([CH3:23])[CH2:17][CH2:18][CH2:19][CH2:20][CH2:21][CH3:22])=[O:14])=[CH:11][CH:10]=1)C1C=CC=CC=1.[H][H]>C(O)C.[Pd]>[OH:8][C:9]1[CH:25]=[CH:24][C:12]([C:13]([O:15][CH:16]([CH3:23])[CH2:17][CH2:18][CH2:19][CH2:20][CH2:21][CH3:22])=[O:14])=[CH:11][CH:10]=1. The reagents and catalysts are [Pd] (palladium-on-carbon). The solvent is C(C)O (ethanol).